Dataset: the Open Reaction Database (ORD), a public repository of structured organic reaction records. Task: describe an organic reaction: reactants, conditions, products, and yield Procedure details: To a cold solution of 2,3-dioxo-2,3-dihydro-1H-indole-5-sulfonylchloride (2.00 g, 8.14 mmol) in a 1:1 mixture of THF: CHCl3 (96 mL) was added drop-wise via syringe pump over a period of 1 hr a solution of pyrrolidine (0.885 mL, 10.6 mmol) and N,N-diisopropylethyl amine (2.84 mL, 16.3 mmol, 2 eq) in chloroform (16 mL) under a dry N2 atmosphere with cooling in an ice bath. After stirring for 1 h., the reaction was concentrated. The crude product was purified on Biotage KP silica gel eluting with 8... As a reaction SMILES: [O:1]=[C:2]1[C:10](=[O:11])[C:9]2[C:4](=[CH:5][CH:6]=[C:7]([S:12](Cl)(=[O:14])=[O:13])[CH:8]=2)[NH:3]1.C1COCC1.[NH:21]1[CH2:25][CH2:24][CH2:23][CH2:22]1.C(N(CC)C(C)C)(C)C>C(Cl)(Cl)Cl>[N:21]1([S:12]([C:7]2[CH:8]=[C:9]3[C:4](=[CH:5][CH:6]=2)[NH:3][C:2](=[O:1])[C:10]3=[O:11])(=[O:14])=[O:13])[CH2:25][CH2:24][CH2:23][CH2:22]1. The product is N1(CCCC1)S(=O)(=O)C=1C=C2C(C(NC2=CC1)=O)=O (5-(Pyrrolidin-1-ylsulfonyl)-1H-indole-2,3-dione). Run in C(Cl)(Cl)Cl (chloroform), C(Cl)(Cl)Cl (CHCl3). Conditions: time 1 hour. The yield is 38.6%. The reactants are N1CCCC1 (pyrrolidine), C(C)(C)N(C(C)C)CC (N,N-diisopropylethyl amine), O=C1NC2=CC=C(C=C2C1=O)S(=O)(=O)Cl (2,3-dioxo-2,3-dihydro-1H-indole-5-sulfonylchloride), C1CCOC1 (THF). Starting materials: CN1CCCC1=O, Nc1nc(Cl)c2ccn(CCN3CCN(c4ccc(F)cc4F)CC3)c2n1, NNC(=O)c1ccco1. The product is Nc1nc(NNC(=O)c2ccco2)c2ccn(CCN3CCN(c4ccc(F)cc4F)CC3)c2n1. Reaction SMILES: [CH3:37][N:38]1[CH2:39][CH2:40][CH2:41][C:42]1=[O:43].[Cl:1][c:2]1[c:3]2[c:4]([n:5][c:6]([NH2:8])[n:7]1)[n:9]([CH2:12][CH2:13][N:14]1[CH2:15][CH2:16][N:17]([c:20]3[c:21]([F:27])[cH:22][c:23]([F:26])[cH:24][cH:25]3)[CH2:18][CH2:19]1)[cH:10][cH:11]2.[o:28]1[c:29]([C:33](=[O:34])[NH:35][NH2:36])[cH:30][cH:31][cH:32]1>>[c:2]1([NH:36][NH:35][C:33]([c:29]2[o:28][cH:32][cH:31][cH:30]2)=[O:34])[c:3]2[c:4]([n:5][c:6]([NH2:8])[n:7]1)[n:9]([CH2:12][CH2:13][N:14]1[CH2:15][CH2:16][N:17]([c:20]3[c:21]([F:27])[cH:22][c:23]([F:26])[cH:24][cH:25]3)[CH2:18][CH2:19]1)[cH:10][cH:11]2.